This data is from the Open Reaction Database (ORD), a public repository of structured organic reaction records. The task is: describe an organic reaction: reactants, conditions, products, and yield The reactants are CCO, NCc1ccc(Cl)c(Cl)c1, O=C1NN(C(=O)Oc2ccc([N+](=O)[O-])cc2)C(c2ccccc2)C1c1ccccc1. Yields the product O=C1NN(C(=O)NCc2ccc(Cl)c(Cl)c2)C(c2ccccc2)C1c1ccccc1. As a reaction SMILES: [CH3:41][CH2:42][OH:43].[Cl:31][c:32]1[cH:33][c:34]([CH2:35][NH2:36])[cH:37][cH:38][c:39]1[Cl:40].[N+:1]([c:2]1[cH:3][cH:4][c:5]([O:10][C:11](=[O:6])[N:13]2[NH:14][C:15](=[O:30])[CH:16]([c:24]3[cH:25][cH:26][cH:27][cH:28][cH:29]3)[CH:17]2[c:18]2[cH:19][cH:20][cH:21][cH:22][cH:23]2)[cH:7][cH:8]1)([O-:9])=[O:12]>>[O:10]=[C:11]([N:13]1[NH:14][C:15](=[O:30])[CH:16]([c:24]2[cH:25][cH:26][cH:27][cH:28][cH:29]2)[CH:17]1[c:18]1[cH:19][cH:20][cH:21][cH:22][cH:23]1)[NH:36][CH2:35][c:34]1[cH:33][c:32]([Cl:31])[c:39]([Cl:40])[cH:38][cH:37]1.